This data is from the Open Reaction Database (ORD), a public repository of structured organic reaction records. The task is: describe an organic reaction: reactants, conditions, products, and yield The reactants are ClC=1N=C(NC1CC)C(=O)N[C@@H]1[C@@H](CN(CC1)C=1SC(=C(N1)C)C(=O)OCC)OCCCF (ethyl cis(±)-2-(4-{[(4-chloro-5-ethyl-1H-imidazol-2-yl)carbonyl]amino}-3-(3-fluoropropoxy)piperidin-1-yl)-4-methyl-1,3-thiazole-5-carboxylate), [OH-].[Li+] (lithium hydroxide). Run in CO (methanol). Product: ClC=1N=C(NC1CC)C(=O)N[C@@H]1[C@@H](CN(CC1)C=1SC(=C(N1)C)C(=O)O)OCCCF (cis(±)-2-(4-{[(4-Chloro-5-ethyl-1H-imidazol-2-yl)carbonyl]amino}-3-(3-fluoropropoxy)piperidin-1-yl)-4-methyl-1,3-thiazole-5-carboxylic acid). Yield: 64.6%. RXN SMILES: [Cl:1][C:2]1[N:3]=[C:4]([C:9]([NH:11][C@H:12]2[CH2:17][CH2:16][N:15]([C:18]3[S:19][C:20]([C:24]([O:26]CC)=[O:25])=[C:21]([CH3:23])[N:22]=3)[CH2:14][C@H:13]2[O:29][CH2:30][CH2:31][CH2:32][F:33])=[O:10])[NH:5][C:6]=1[CH2:7][CH3:8].[OH-].[Li+]>CO>[Cl:1][C:2]1[N:3]=[C:4]([C:9]([NH:11][C@H:12]2[CH2:17][CH2:16][N:15]([C:18]3[S:19][C:20]([C:24]([OH:26])=[O:25])=[C:21]([CH3:23])[N:22]=3)[CH2:14][C@H:13]2[O:29][CH2:30][CH2:31][CH2:32][F:33])=[O:10])[NH:5][C:6]=1[CH2:7][CH3:8] |f:1.2|. Procedure details: The same operation as in Example (91d) was performed using ethyl cis(±)-2-(4-{[(4-chloro-5-ethyl-1H-imidazol-2-yl)carbonyl]amino}-3-(3-fluoropropoxy)piperidin-1-yl)-4-methyl-1,3-thiazole-5-carboxylate obtained in Example (129a) (0.20 g, 0.49 mmol), 2 N lithium hydroxide (6 mL, 12 mmol) and methanol (5 mL), to obtain 0.15 g of the title compound as a light brown solid (79%). Reactants: COC(=O)C1C(N(S(C2=C1SC=C2)(=O)=O)C)=O (3,4-dihydro-4-methoxycarbonyl-2-methyl-3-oxo-2H-thieno[2,3-e]1,2-thiazine 1,1-dioxide), NC=1SC=CN1 (2-aminothiazole). The product is CN1S(C2=C(C(C1=O)C(NC=1SC=CN1)=O)SC=C2)(=O)=O (3,4-dihydro-2-methyl-3-oxo-4-(2-thiazolyl-carbamoyl)-2H-thieno[2,3-e]1,2-thiazine 1,1-dioxide). Run in C=1(C(=CC=CC1)C)C (xylene). As a reaction SMILES: CO[C:3]([CH:5]1[C:10]2[S:11][CH:12]=[CH:13][C:9]=2[S:8](=[O:15])(=[O:14])[N:7]([CH3:16])[C:6]1=[O:17])=[O:4].[NH2:18][C:19]1[S:20][CH:21]=[CH:22][N:23]=1>C1(C)C(C)=CC=CC=1>[CH3:16][N:7]1[C:6](=[O:17])[CH:5]([C:3](=[O:4])[NH:18][C:19]2[S:20][CH:21]=[CH:22][N:23]=2)[C:10]2[S:11][CH:12]=[CH:13][C:9]=2[S:8]1(=[O:14])=[O:15]. Procedure: 0.15 G. of 3,4-dihydro-4-methoxycarbonyl-2-methyl-3-oxo-2H-thieno[2,3-e]1,2-thiazine 1,1-dioxide and 0.071 g. of 2-aminothiazole are dissolved in 30 ml. of absolute xylene and the solution is heated for half an hour under the reflux. After cooling, the crystals are removed by filtration, recrystallized from glacial acetic acid, and 3,4-dihydro-2-methyl-3-oxo-4-(2-thiazolyl-carbamoyl)-2H-thieno[2,3-e]1,2-thiazine 1,1-dioxide, melting point 236° C. to 238° C. (decomposition), is obtained. Reactants: C[SiH](C)Oc1c(C(=O)O)cccc1C(C)(C)C, O=S(Cl)Cl. The product is C[SiH](C)Oc1c(C(=O)Cl)cccc1C(C)(C)C. Reaction SMILES: [C:1]([CH3:2])([CH3:3])([CH3:4])[c:5]1[c:6]([O:14][SiH:15]([CH3:16])[CH3:17])[c:7]([C:8](=[O:9])[OH:10])[cH:11][cH:12][cH:13]1.[S:18]([Cl:19])([Cl:20])=[O:21]>>[C:1]([CH3:2])([CH3:3])([CH3:4])[c:5]1[c:6]([O:14][SiH:15]([CH3:16])[CH3:17])[c:7]([C:8](=[O:9])[Cl:20])[cH:11][cH:12][cH:13]1. Reactants: CC=1SC(=CC1C)C=C[N+](=O)[O-] (2,3-Dimethyl-5-(2-nitro-vinyl)-thiophene), [H-].[Al+3].[Li+].[H-].[H-].[H-] (lithium aluminium hydride). The product is CC=1C=C(SC1C)CCN (2-(4,5-Dimethyl-thiophen-2-yl)-ethylamine). The yield is 55.0%. RXN SMILES: [CH3:1][C:2]1[S:3][C:4]([CH:8]=[CH:9][N+:10]([O-])=O)=[CH:5][C:6]=1[CH3:7].[H-].[Al+3].[Li+].[H-].[H-].[H-]>>[CH3:7][C:6]1[CH:5]=[C:4]([CH2:8][CH2:9][NH2:10])[S:3][C:2]=1[CH3:1] |f:1.2.3.4.5.6|. Procedure details: In close analogy to the procedure described above, 2,3-Dimethyl-5-(2-nitro-vinyl)-thiophene is reacted with lithium aluminium hydride to provide the title compound. The reactants are OCC1CN(CCN1CC1=CC(=CC=C1)C(NC=1SC2=C(C1C(NC1=CC=C(C=C1)CCC1=CC=C(C=C1)C(=O)OC)=O)CCCC2)=O)C(=O)OC(C)(C)C (tert-butyl 3-(hydroxymethyl)-4-[3-({3-[(4-{2-[4-(methoxycarbonyl)phenyl]ethyl}phenyl)carbamoyl]-4,5,6,7-tetrahydro-1-benzothiophen-2-yl}carbamoyl)benzyl]piperazine-1-carboxylate), C(=O)(C(F)(F)F)O (TFA). Product: OCC1N(CCNC1)CC=1C=C(C(=O)NC=2SC3=C(C2C(=O)NC2=CC=C(C=C2)CCC2=CC=C(C(=O)OC)C=C2)CCCC3)C=CC1 (methyl 4-(2-{4-[({2-[(3-{[2-(hydroxymethyl)piperazin-1-yl]methyl}benzoyl)amino]-4,5,6,7-tetrahydro-1-benzothiophen-3-yl}carbonyl)amino]phenyl}ethyl)benzoate). Isolated yield 92.8%. Reaction SMILES: [OH:1][CH2:2][CH:3]1[N:8]([CH2:9][C:10]2[CH:15]=[CH:14][CH:13]=[C:12]([C:16](=[O:48])[NH:17][C:18]3[S:19][C:20]4[CH2:47][CH2:46][CH2:45][CH2:44][C:21]=4[C:22]=3[C:23](=[O:43])[NH:24][C:25]3[CH:30]=[CH:29][C:28]([CH2:31][CH2:32][C:33]4[CH:38]=[CH:37][C:36]([C:39]([O:41][CH3:42])=[O:40])=[CH:35][CH:34]=4)=[CH:27][CH:26]=3)[CH:11]=2)[CH2:7][CH2:6][N:5](C(OC(C)(C)C)=O)[CH2:4]1.C(O)(C(F)(F)F)=O>>[OH:1][CH2:2][CH:3]1[CH2:4][NH:5][CH2:6][CH2:7][N:8]1[CH2:9][C:10]1[CH:11]=[C:12]([CH:13]=[CH:14][CH:15]=1)[C:16]([NH:17][C:18]1[S:19][C:20]2[CH2:47][CH2:46][CH2:45][CH2:44][C:21]=2[C:22]=1[C:23]([NH:24][C:25]1[CH:30]=[CH:29][C:28]([CH2:31][CH2:32][C:33]2[CH:34]=[CH:35][C:36]([C:39]([O:41][CH3:42])=[O:40])=[CH:37][CH:38]=2)=[CH:27][CH:26]=1)=[O:43])=[O:48]. Procedure details: By using 1.71 g of tert-butyl 3-(hydroxymethyl)-4-[3-({3-[(4-{2-[4-(methoxycarbonyl)phenyl]ethyl}phenyl)carbamoyl]-4,5,6,7-tetrahydro-1-benzothiophen-2-yl}carbamoyl)benzyl]piperazine-1-carboxylate and 17 mL of TFA, a reaction was performed under the conditions similar to Preparation Example 12, thereby obtaining 1.38 g of methyl 4-(2-{4-[({2-[(3-{[2-(hydroxymethyl)piperazin-1-yl]methyl}benzoyl)amino]-4,5,6,7-tetrahydro-1-benzothiophen-3-yl}carbonyl)amino]phenyl}ethyl)benzoate. The reactants are C(#N)C1=C2NC=NC2=NC=N1 (6-cyanopurine), 9-(tri-O-acetyl-β-D-ribofuranosyl)-6-cyanopurine, C[Si](C)(C)OS(=O)(=O)C(F)(F)F (trimethylsilyltrifluoromethanesulfonate), N (ammonia), C[Si](C)(C)N(C(C(F)(F)F)=O)[Si](C)(C)C (bis(trimethylsilyl)trifluoroacetamide), C(C)(=O)O[C@H]1[C@H](OC(C)=O)[C@H](OC(C)=O)[C@H](O1)COC(C)=O (tetra-O-acetyl-β-D-ribofuranose), 9-(tri-O-acetyl-β-D-ribofuranosyl)-6-cyanopurine. The solvent is C(C)#N (acetonitrile). Product: [C@@H]1([C@H](O)[C@H](O)[C@H](O1)CO)NC1=NC=NC=2N(CN=CC21)N (N4 -(β-D-ribofuranosyl)pyrimido[4,5-d]pyrimidine-4,8-diamine). Reaction SMILES: C(C1[N:11]=[CH:10][N:9]=[C:8]2[C:4]=1[NH:5][CH:6]=[N:7]2)#N.C[Si]([N:16]([Si](C)(C)C)[C:17](=O)[C:18](F)(F)F)(C)C.C(O[C@@H:31]1[O:43][C@H:42]([CH2:44][O:45]C(=O)C)[C@@H:37]([O:38]C(=O)C)[C@H:32]1[O:33]C(=O)C)(=O)C.C[Si](OS(C(F)(F)F)(=O)=O)(C)C.[NH3:61]>C(#N)C>[C@@H:31]1([NH:16][C:17]2[C:18]3[CH:4]=[N:5][CH2:6][N:7]([NH2:61])[C:8]=3[N:9]=[CH:10][N:11]=2)[O:43][C@H:42]([CH2:44][OH:45])[C@@H:37]([OH:38])[C@H:32]1[OH:33]. Procedure details: The method of this invention comprises the steps of a) reacting 6-cyanopurine with bis(trimethylsilyl)trifluoroacetamide in acetonitrile under reflux and thereafter with tetra-O-acetyl-β-D-ribofuranose in the presence of trimethylsilyltrifluoromethanesulfonate to stereospecifically produce 9-(tri-O-acetyl-β-D-ribofuranosyl)-6-cyanopurine in high yield; b) reacting said 9-(tri-O-acetyl-β-D-ribofuranosyl)-6-cyanopurine with methanolic ammonia in a sealed pressure vessel at ambient temperature to p... As a reaction SMILES: [CH2:1]([O:3][C:4](=[O:12])[CH2:5][CH2:6][CH2:7][CH2:8][CH2:9][CH2:10]Br)[CH3:2].[CH2:13]([O:20][C:21]([CH:23]1[CH2:27][CH2:26][CH2:25][C:24]1=[O:28])=[O:22])[C:14]1[CH:19]=[CH:18][CH:17]=[CH:16][CH:15]=1.C(=O)([O-])[O-].[K+].[K+]>CC(C)=O>[CH2:1]([O:3][C:4](=[O:12])[CH2:5][CH2:6][CH2:7][CH2:8][CH2:9][CH2:10][C:23]1([C:21]([O:20][CH2:13][C:14]2[CH:15]=[CH:16][CH:17]=[CH:18][CH:19]=2)=[O:22])[C:24](=[O:28])[CH2:25][CH2:26][CH2:27]1)[CH3:2] |f:2.3.4|. The solvent is CC(=O)C (acetone). Reported procedure: To a 100 ml. RB flask was added 13 g. to Ethyl-7-bromoheptanoate and 12.8 g. of 2-benzyloxycarbonylcyclopentanone. The reactants were dissolved in 50 ml. of anhydrous acetone and refluxed over 17 g. of anhydrous potassium carbonate under nitrogen for 20 hours. The reaction mixture was then cooled and filtered and the filtrate evaporated to afford 22.1 g. of crude oil, which was not further purified at this stage. The product is C(C)OC(CCCCCCC1(CCCC1=O)C(=O)OCC1=CC=CC=C1)=O (Ethyl-7-(1'-benzyloxycarbonyl-5'-oxocyclopentyl)-heptanoate). The reactants are C(C)OC(CCCCCCBr)=O (Ethyl-7-bromoheptanoate), C(C1=CC=CC=C1)OC(=O)C1C(CCC1)=O (2-benzyloxycarbonylcyclopentanone), C([O-])([O-])=O.[K+].[K+] (potassium carbonate). The reactants are CN(C=O)C (dimethylformamide), CN(CCCN=C=NCC)C (1-(3-dimethylaminopropyl)-3-ethylcarbodiimide), FC1=C(C(=O)OC)C=CC(=C1)C1=NOC(=N1)C(CC)OC1=CC=C(C=C1)C1=NOC(=N1)C(C)C (Methyl 2-fluoro-4-(5-{1-[4-(5-isopropyl-1,2,4-oxadiazol-3-yl)phenoxy]propyl}-1,2,4-oxadiazol-3-yl)benzoate), C(C)(C)(C)OC(=O)NCC(=O)O (N-(tert-butoxycarbonyl)glycine). Reagents/catalysts: CN(C1=CC=NC=C1)C (4-dimethylaminopyridine). Run in O (Water). Reaction conditions: time 1 hour. The product is C(C)(C)(C)OC(=O)NCC(=O)OC[C@@H](C)NC(C1=C(C=C(C=C1)C1=NOC(=N1)C(CC)OC1=CC=C(C=C1)C1=NOC(=N1)C(C)C)F)=O ((2R)-2-{[2-fluoro-4-(5-{1-[4-(5-isopropyl-1,2,4-oxadiazol-3-yl)phenoxy]propyl}-1,2,4-oxadiazol-3-yl)benzoyl]amino}propyl N-(tert-butoxycarbonyl)glycinate). Isolated yield 100.0%. As a reaction SMILES: [CH3:1]N(C)C=O.[F:6][C:7]1[CH:16]=[C:15]([C:17]2[N:21]=[C:20]([CH:22]([O:25][C:26]3[CH:31]=[CH:30][C:29]([C:32]4[N:36]=[C:35]([CH:37]([CH3:39])[CH3:38])[O:34][N:33]=4)=[CH:28][CH:27]=3)[CH2:23][CH3:24])[O:19][N:18]=2)[CH:14]=[CH:13][C:8]=1[C:9](OC)=[O:10].[C:40]([O:44][C:45]([NH:47][CH2:48][C:49]([OH:51])=[O:50])=[O:46])([CH3:43])([CH3:42])[CH3:41].CN(C)CCCN=C=[N:59][CH2:60][CH3:61]>CN(C)C1C=CN=CC=1.O>[C:40]([O:44][C:45]([NH:47][CH2:48][C:49]([O:51][CH2:1][C@H:60]([NH:59][C:9](=[O:10])[C:8]1[CH:13]=[CH:14][C:15]([C:17]2[N:21]=[C:20]([CH:22]([O:25][C:26]3[CH:27]=[CH:28][C:29]([C:32]4[N:36]=[C:35]([CH:37]([CH3:39])[CH3:38])[O:34][N:33]=4)=[CH:30][CH:31]=3)[CH2:23][CH3:24])[O:19][N:18]=2)=[CH:16][C:7]=1[F:6])[CH3:61])=[O:50])=[O:46])([CH3:43])([CH3:41])[CH3:42]. Procedure: To a dimethylformamide (1.00 mL) solution of the compound obtained in Example 7 that will be described below (69.2 mg, 0.136 mmol), N-(tert-butoxycarbonyl)glycine (47.6 mg, 0.272 mmol), 1-(3-dimethylaminopropyl)-3-ethylcarbodiimide (78.1 mg, 0.405 mmol) and 4-dimethylaminopyridine (1.70 mg, 0.0183 mmol) were added, and the mixture was stirred for one hour at room temperature. Water was added to the reaction mixture, and the mixture was subjected to extraction two times with ethyl acetate, and th... Yields the product C1(=CC=CC=C1)COC(=O)NCCNS(=O)(=O)C1=CC=C(C=C1)C1=CC=C(C=C1)S(=O)(=O)N[C@H](C(=O)OC)CNC(=O)C=1C=C2C=NN(C2=CC1)CCCNC1=NC=CC=N1 (methyl (2S)-2-{[(4-{4-[({2-[(phenylmethoxy)carbonylamino]ethyl}amino)sulfonyl]phenyl}phenyl)sulfonyl]amino}-3-({1-[3-(pyrimidin-2-ylamino)propyl](1H-indazol-5-yl)}carbonylamino)propanoate). Yield: 60.1%. Reaction SMILES: [N:1]1[CH:6]=[CH:5][CH:4]=[N:3][C:2]=1[NH:7][CH2:8][CH2:9][CH2:10][N:11]1[C:19]2[C:14](=[CH:15][C:16]([C:20]([OH:22])=O)=[CH:17][CH:18]=2)[CH:13]=[N:12]1.[NH2:23][CH2:24][C@H:25]([NH:30][S:31]([C:34]1[CH:39]=[CH:38][C:37]([C:40]2[CH:45]=[CH:44][C:43]([S:46]([NH:49][CH2:50][CH2:51][NH:52][C:53]([O:55][CH2:56][C:57]3[CH:62]=[CH:61][CH:60]=[CH:59][CH:58]=3)=[O:54])(=[O:48])=[O:47])=[CH:42][CH:41]=2)=[CH:36][CH:35]=1)(=[O:33])=[O:32])[C:26]([O:28][CH3:29])=[O:27]>>[C:57]1([CH2:56][O:55][C:53]([NH:52][CH2:51][CH2:50][NH:49][S:46]([C:43]2[CH:44]=[CH:45][C:40]([C:37]3[CH:38]=[CH:39][C:34]([S:31]([NH:30][C@@H:25]([CH2:24][NH:23][C:20]([C:16]4[CH:15]=[C:14]5[C:19](=[CH:18][CH:17]=4)[N:11]([CH2:10][CH2:9][CH2:8][NH:7][C:2]4[N:1]=[CH:6][CH:5]=[CH:4][N:3]=4)[N:12]=[CH:13]5)=[O:22])[C:26]([O:28][CH3:29])=[O:27])(=[O:32])=[O:33])=[CH:35][CH:36]=3)=[CH:41][CH:42]=2)(=[O:47])=[O:48])=[O:54])[CH:62]=[CH:61][CH:60]=[CH:59][CH:58]=1. Procedure details: The product of Example 40, Step B (58 mg, 195 umol) was reacted with the product of Example 44, Step A (144 mg, 205 umol) as in Example 44, Step B and the residue purified by preparative HPLC (Vydac C-18, 21.2 mm×25 cm, 90% acetonitrile/water/0.1% trifluoroacetic acid; 10-70% B over 30 minutes). The product fractions were combined, frozen, and lyophilized to afford the product as a white solid (102 mg, 54%). LRMS (ES): 870.3 ([M+H]+, 100%). 1HNMR (600.1343 MHz, DMSO-d6): 8.52 (d, 1H), 8.51 (s, 1... Reactants: N1=C(N=CC=C1)NCCCN1N=CC2=CC(=CC=C12)C(=O)O (1-[3-(pyrimidin-2-ylamino)propyl]-1H-indazole-5-carboxylic acid), NC[C@@H](C(=O)OC)NS(=O)(=O)C1=CC=C(C=C1)C1=CC=C(C=C1)S(=O)(=O)NCCNC(=O)OCC1=CC=CC=C1 (methyl (2S)-3-amino-2-{[(4-{4-[({2-[(phenylmethoxy)carbonylamino]ethyl}amino)sulfonyl]phenyl}phenyl)sulfonyl]amino}propanoate). Starting materials: NC=1C=C(C(=O)NCCOCCOCCOC)C=C(C1)C#C (3-Amino-5-ethynyl N (2 (2 (2 methoxyethoxy)ethoxy)ethyl)benzamide), C(C)(C)(C)OC(NC1=CC=C(C2=CC=CC=C12)OC1=NC(=NC=C1)Cl)=O (tert-butyl(4-((2-chloropyrimidin-4-yl)oxy)naphthalen-1-yl)carbamate), pTSA monohydrate. The solvent is CN(C)C=O (DMF). Conditions: temperature 60 celsius, time 72 hour. Yields the product C(C)(C)(C)OC(NC1=CC=C(C2=CC=CC=C12)OC1=NC(=NC=C1)NC1=CC(=CC(=C1)C(NCCOCCOCCOC)=O)C#C)=O (tert-Butyl(4((2-((3-ethynyl-5-((2-(2-(2-methoxyethoxy)ethoxy)ethyl)carbamoyl)phenyl)-amino)pyrimidin-4-yl)oxy)naphthalen-1-yl)carbamate). Reaction SMILES: [NH2:1][C:2]1[CH:3]=[C:4]([CH:18]=[C:19]([C:21]#[CH:22])[CH:20]=1)[C:5]([NH:7][CH2:8][CH2:9][O:10][CH2:11][CH2:12][O:13][CH2:14][CH2:15][O:16][CH3:17])=[O:6].[C:23]([O:27][C:28](=[O:48])[NH:29][C:30]1[C:39]2[C:34](=[CH:35][CH:36]=[CH:37][CH:38]=2)[C:33]([O:40][C:41]2[CH:46]=[CH:45][N:44]=[C:43](Cl)[N:42]=2)=[CH:32][CH:31]=1)([CH3:26])([CH3:25])[CH3:24]>CN(C=O)C>[C:23]([O:27][C:28](=[O:48])[NH:29][C:30]1[C:39]2[C:34](=[CH:35][CH:36]=[CH:37][CH:38]=2)[C:33]([O:40][C:41]2[CH:46]=[CH:45][N:44]=[C:43]([NH:1][C:2]3[CH:3]=[C:4]([C:5](=[O:6])[NH:7][CH2:8][CH2:9][O:10][CH2:11][CH2:12][O:13][CH2:14][CH2:15][O:16][CH3:17])[CH:18]=[C:19]([C:21]#[CH:22])[CH:20]=3)[N:42]=2)=[CH:32][CH:31]=1)([CH3:26])([CH3:24])[CH3:25]. Procedure: To a stirred solution of the product from step (iv) above (1 g, 3.13 mmol) and tert-butyl(4-((2-chloropyrimidin-4-yl)oxy)naphthalen-1-yl)carbamate (see, for example, Ito, K. et al., WO 2010/067130, 17 Jun. 2010; 777 mg, 2.090 mmol) in DMF (60 mL) was added pTSA monohydrate (200 mg, 1.051 mmol). The resulting solution was stirred at 60° C. for 72 h. The reaction was cooled to rt, then partitioned between EtOAc (150 mL) and sat. aq. NaHCO3 (100 mL). The aqueous layer was further extracted with EtO...